Dataset: the Open Reaction Database (ORD), a public repository of structured organic reaction records. Task: describe an organic reaction: reactants, conditions, products, and yield The reactants are CCCC[N+](CCCC)(CCCC)CCCC, [F-], CC(C)(CCN=[N+]=[N-])CCO[Si](C)(C)C(C)(C)C, C1CCOC1. Yields the product CC(C)(CCO)CCN=[N+]=[N-]. As a reaction SMILES: [CH2:20]([N+:21]([CH2:22][CH2:23][CH2:24][CH3:25])([CH2:26][CH2:27][CH2:28][CH3:29])[CH2:30][CH2:31][CH2:32][CH3:33])[CH2:34][CH2:35][CH3:36].[F-:19].[N:1](=[N+:2]=[N-:3])[CH2:4][CH2:5][C:6]([CH2:7][CH2:8][O:9][Si:10]([C:11]([CH3:12])([CH3:13])[CH3:14])([CH3:15])[CH3:16])([CH3:17])[CH3:18].[O:37]1[CH2:38][CH2:39][CH2:40][CH2:41]1>>[N:1](=[N+:2]=[N-:3])[CH2:4][CH2:5][C:6]([CH2:7][CH2:8][OH:9])([CH3:17])[CH3:18]. Reactants: ClC1=NC=CC(N1)(C(=O)OC)N1CCC(CC1)NC(=O)C=1NC(=C(C1Cl)Cl)C (Methyl 2-chloro-4-(4-{[(3,4-dichloro-5-methyl-1H-pyrrol-2-yl)carbonyl]amino}piperidin-1-yl)pyrimidine-4-carboxylate), N1(CCOCC1)CCN (2-morpholin-4-ylethanamine), TEA, CN(C)C=O (DMF). The solvent is CCOC(=O)C (EtOAc), O (water). Product: ClC1=NC(=CC(=N1)C(=O)NCCN1CCOCC1)N1CCC(CC1)NC(=O)C=1NC(=C(C1Cl)Cl)C (2-Chloro-6-(4-{[(3,4-dichloro-5-methyl-1H-pyrrol-2-yl)carbonyl]amino}piperidin-1-yl)-N-(2-morpholin-4-ylethyl)pyrimidine-4-carboxamide). Reaction SMILES: [Cl:1][C:2]1[NH:7][C:6]([N:12]2[CH2:17][CH2:16][CH:15]([NH:18][C:19]([C:21]3[NH:22][C:23]([CH3:28])=[C:24]([Cl:27])[C:25]=3[Cl:26])=[O:20])[CH2:14][CH2:13]2)(C(OC)=O)[CH:5]=[CH:4][N:3]=1.[N:29]1([CH2:35][CH2:36][NH2:37])[CH2:34][CH2:33][O:32][CH2:31][CH2:30]1.CN([CH:41]=[O:42])C>CCOC(C)=O.O>[Cl:1][C:2]1[N:3]=[C:4]([C:41]([NH:37][CH2:36][CH2:35][N:29]2[CH2:34][CH2:33][O:32][CH2:31][CH2:30]2)=[O:42])[CH:5]=[C:6]([N:12]2[CH2:17][CH2:16][CH:15]([NH:18][C:19]([C:21]3[NH:22][C:23]([CH3:28])=[C:24]([Cl:27])[C:25]=3[Cl:26])=[O:20])[CH2:14][CH2:13]2)[N:7]=1. Procedure: A solution of methyl 2-chloro-6-(4-{[(3,4-dichloro-5-methyl-1H-pyrrol-2-yl)carbonyl]amino}piperidin-1-yl)pyrimidine-4-carboxylate (Example 6: 380 mg, 0.85 mmol), 2-morpholin-4-ylethanamine (222 mg, 1.70 mmol) and TEA (0.12 ml, 0.85 mmol) in DMF (3 ml) were stirred at 60° C. under nitrogen for 18 hours. The mixture was cooled to room temperature and diluted with EtOAc (75 ml) and water (10 ml). The organic layer was separated, dried over Na2SO4, filtered and concentrated under vacuum. Purificatio... Starting materials: C(#N)C1=CC=C2C=3C(C4=C(C(C3NC2=C1)(C)C)C=C(C=C4)OS(=O)(=O)C(F)(F)F)=O (Trifluoro-methanesulfonic acid 3-cyano-6,6-dimethyl-11-oxo-6,11-dihydro-5H-benzo[b]carbazol-8-yl ester), C(C)(C)(C)OC(=O)N1CCNCC1 (piperazine-1-carboxylic acid tert-butyl ester). Yields the product C(C)(C)(C)OC(=O)N1CCN(CC1)C=1C=CC2=C(C(C=3NC4=CC(=CC=C4C3C2=O)C#N)(C)C)C1 (4-(3-Cyano-6,6-dimethyl-11-oxo-6,11-dihydro-5H-benzo[b]carbazol-8-yl)-piperazine-1-carboxylic acid tert-butyl ester). Reaction SMILES: [C:1]([C:3]1[CH:15]=[C:14]2[C:6]([C:7]3[C:8](=[O:30])[C:9]4[CH:21]=[CH:20][C:19](OS(C(F)(F)F)(=O)=O)=[CH:18][C:10]=4[C:11]([CH3:17])([CH3:16])[C:12]=3[NH:13]2)=[CH:5][CH:4]=1)#[N:2].[C:31]([O:35][C:36]([N:38]1[CH2:43][CH2:42][NH:41][CH2:40][CH2:39]1)=[O:37])([CH3:34])([CH3:33])[CH3:32]>>[C:31]([O:35][C:36]([N:38]1[CH2:43][CH2:42][N:41]([C:19]2[CH:20]=[CH:21][C:9]3[C:8](=[O:30])[C:7]4[C:6]5[C:14](=[CH:15][C:3]([C:1]#[N:2])=[CH:4][CH:5]=5)[NH:13][C:12]=4[C:11]([CH3:16])([CH3:17])[C:10]=3[CH:18]=2)[CH2:40][CH2:39]1)=[O:37])([CH3:34])([CH3:32])[CH3:33]. Procedure: Under the same conditions as the method for synthesizing Compound B2-1, the title compound was prepared from Compound B1 and piperazine-1-carboxylic acid tert-butyl ester. Starting materials: C1CCOC1, COC(=O)C=CCN(C)C1CCC1, Cl, [Li+], [OH-], O, O. Product: CN(CC=CC(=O)O)C1CCC1, Cl. RXN SMILES: [CH2:18]1[O:19][CH2:20][CH2:21][CH2:22]1.[CH:1]1([N:5]([CH2:6][CH:7]=[CH:8][C:9](=[O:10])[O:11][CH3:12])[CH3:13])[CH2:2][CH2:3][CH2:4]1.[ClH:17].[Li+:15].[OH-:14].[OH2:16].[OH2:23]>>[CH:1]1([N:5]([CH2:6][CH:7]=[CH:8][C:9](=[O:10])[OH:11])[CH3:13])[CH2:2][CH2:3][CH2:4]1.[ClH:17].